This data is from the Open Reaction Database (ORD), a public repository of structured organic reaction records. The task is: describe an organic reaction: reactants, conditions, products, and yield Starting materials: O (Water), C(C)(C)(C)OC(=O)N1CCC(CC1)CCOS(=O)(=O)C1=CC=C(C=C1)C (4-[2-(toluene-4-sulfonyloxy)ethyl]piperidine-1-carboxylic acid tert-butyl ester), suspension, [H-].[Na+] (sodium hydride), oil, ON1C(C=2C(C1=O)=CC=CC2)=O (N-hydroxyphthalimide). The reagents and catalysts are [I-].C(CCC)[N+](CCCC)(CCCC)CCCC (tetrabutylammonium iodide). Solvent: C(C)(=O)OCC (ethyl acetate), CN(C=O)C (N,N-dimethylformamide), CN(C=O)C (N,N-dimethylformamide). Reaction conditions: temperature 0 celsius, time 45 minute. The product is C(C)(C)(C)OC(=O)N1CCC(CC1)CCON1C(C2=CC=CC=C2C1=O)=O (4-[2-(1,3-dioxo-1,3-dihydroisoindol-2-yloxy)ethyl]piperidine-1-carboxylic acid tert-butyl ester). The yield is 74.6%. As a reaction SMILES: [H-].[Na+].[OH:3][N:4]1[C:8](=[O:9])[C:7]2=[CH:10][CH:11]=[CH:12][CH:13]=[C:6]2[C:5]1=[O:14].[C:15]([O:19][C:20]([N:22]1[CH2:27][CH2:26][CH:25]([CH2:28][CH2:29]OS(C2C=CC(C)=CC=2)(=O)=O)[CH2:24][CH2:23]1)=[O:21])([CH3:18])([CH3:17])[CH3:16].O>CN(C)C=O.[I-].C([N+](CCCC)(CCCC)CCCC)CCC.C(OCC)(=O)C>[C:15]([O:19][C:20]([N:22]1[CH2:27][CH2:26][CH:25]([CH2:28][CH2:29][O:3][N:4]2[C:5](=[O:14])[C:6]3[C:7](=[CH:10][CH:11]=[CH:12][CH:13]=3)[C:8]2=[O:9])[CH2:24][CH2:23]1)=[O:21])([CH3:18])([CH3:17])[CH3:16] |f:0.1,6.7|. Procedure: At 0° C., a 60% suspension of sodium hydride in mineral oil (0.69 g, 17.2 mmol) was added to a solution of N-hydroxyphthalimide (2.80 g, 17.2 mmol) in N,N-dimethylformamide (20 ml). The reaction mixture was stirred for 45 min at 0° C. A solution of 4-[2-(toluene-4-sulfonyloxy)ethyl]piperidine-1-carboxylic acid tert-butyl ester (5.99 g, 15.6 mmol) in N,N-dimethylformamide (15 ml) and tetrabutylammonium iodide (0.17 g, 0.47 mmol) were added successively. The reaction mixture was heated to 60° C. f... The reactants are O1C2=C(OCC1)C=C(C=C2)[C@H]([C@@H](CN2CCCC2)N(C)C(CO)C2=CC=CC=C2)O ((1R,2R)-1-(2,3-dihydrobenzo[b][1,4]dioxin-6-yl)-2-((2-hydroxy-1-phenylethyl)(methyl)amino)-3-(pyrrolidin-1-yl)propan-1-ol). Reagents/catalysts: [Pd] (palladium). The solvent is CO (methanol), Cl (HCl). Run at time 18 hour. The product is O1C2=C(OCC1)C=C(C=C2)[C@H]([C@@H](CN2CCCC2)NC)O ((1R,2R)-1-(2,3-dihydrobenzo[b][1,4]dioxin-6-yl)-2-(methylamino)-3-(pyrrolidin-1-yl)propan-1-ol). Reaction SMILES: [O:1]1[CH2:6][CH2:5][O:4][C:3]2[CH:7]=[C:8]([C@@H:11]([OH:30])[C@H:12]([N:19](C(C3C=CC=CC=3)CO)[CH3:20])[CH2:13][N:14]3[CH2:18][CH2:17][CH2:16][CH2:15]3)[CH:9]=[CH:10][C:2]1=2>CO.Cl.[Pd]>[O:1]1[CH2:6][CH2:5][O:4][C:3]2[CH:7]=[C:8]([C@@H:11]([OH:30])[C@H:12]([NH:19][CH3:20])[CH2:13][N:14]3[CH2:15][CH2:16][CH2:17][CH2:18]3)[CH:9]=[CH:10][C:2]1=2. Procedure: To a solution of compound 4 (0.22 g, 0.468 mmol) in methanol 20 mL and 1 N HCl (5 mL) was added palladium (10%) on carbon (0.08 g, 0.752 mmol) (Degussa wet catalyst). The flask was attached to a Parr 3911 hydrogenation apparatus, evacuated via a water aspirator, and filled with H2 (40 psi). After shaking for 18 hours at room temperature, the mixture was filtered through celite with MeOH eluent. The celite pad then was washed with methanol (2×) and 2 M NH3 in dioxane (2×). The filtrate was concen... Starting materials: ClC1=CC=C(C=C1)C1=NC2=CC=CC=C2C(=N1)C(=O)O (2-(4-chlorophenyl)quinazoline-4-carboxylic acid), Cl.OC1=C2CCNCC2=CC=C1C (5-hydroxy-6-methyl-1,2,3,4-tetrahydroisoquinoline hydrochloride). Yields the product ClC1=CC=C(C=C1)C1=NC2=CC=CC=C2C(=N1)C(=O)N1CC2=CC=C(C(=C2CC1)O)C (2-[[2-(4-chlorophenyl)quinazolin-4-yl]carbonyl]-5-hydroxy-6-methyl-1,2,3,4-tetrahydroisoquinoline). Isolated yield 29.0%. Reaction SMILES: [Cl:1][C:2]1[CH:7]=[CH:6][C:5]([C:8]2[N:17]=[C:16]([C:18]([OH:20])=O)[C:15]3[C:10](=[CH:11][CH:12]=[CH:13][CH:14]=3)[N:9]=2)=[CH:4][CH:3]=1.Cl.[OH:22][C:23]1[C:32]([CH3:33])=[CH:31][CH:30]=[C:29]2[C:24]=1[CH2:25][CH2:26][NH:27][CH2:28]2>>[Cl:1][C:2]1[CH:7]=[CH:6][C:5]([C:8]2[N:17]=[C:16]([C:18]([N:27]3[CH2:26][CH2:25][C:24]4[C:29](=[CH:30][CH:31]=[C:32]([CH3:33])[C:23]=4[OH:22])[CH2:28]3)=[O:20])[C:15]3[C:10](=[CH:11][CH:12]=[CH:13][CH:14]=3)[N:9]=2)=[CH:4][CH:3]=1 |f:1.2|. Procedure: Reaction of 2-(4-chlorophenyl)quinazoline-4-carboxylic acid with 5-hydroxy-6-methyl-1,2,3,4-tetrahydroisoquinoline hydrochloride gave compound 31 (29% yield) as a white solid. 1H NMR (300 MHz, CDCl3) δ 2.22 and 2.25 (2s, 3H), 2.78 and 3.03 (2t, 2H), 3.54 and 4.17 (2t, 2H), 4.43 and 5.05 (2s, 2H), 6.27-6.75 (m, 2H), 6.85-7.03 (m, 3H), 7.45-7.63 (m, 3H), 7.90-8.01 (m, 2H), 8.08-8.12 (m, 1H), 8.52-8.59 (m, 2H); MS (ESI) m/z 430 ([M+H]+). Starting materials: CN(C=1C=C(C(=O)O)C=C(N1)C)C (2-dimethylamino-6-methyl-isonicotinic acid), ClC=1C=C(C(=O)O)C=C(N1)C (2-chloro-6-methyl-isonicotinic acid), C(C)(C)N (isopropylamine). The product is C(C)(C)NC=1C=C(C(=O)O)C=C(N1)C (2-Isopropylamino-6-methyl-isonicotinic acid). RXN SMILES: CN(C)C1C=C([CH:9]=[C:10]([CH3:12])[N:11]=1)C(O)=O.Cl[C:15]1[CH:16]=[C:17]([CH:21]=[C:22]([CH3:24])[N:23]=1)[C:18]([OH:20])=[O:19].C(N)(C)C>>[CH:10]([NH:11][C:15]1[CH:16]=[C:17]([CH:21]=[C:22]([CH3:24])[N:23]=1)[C:18]([OH:20])=[O:19])([CH3:12])[CH3:9]. Procedure: The title compound is prepared in analogy to 2-dimethylamino-6-methyl-isonicotinic acid starting from 2-chloro-6-methyl-isonicotinic acid and isopropylamine; LC-MS: tR=0.52 min, [M+1]+=195.09.